From a dataset of the Open Reaction Database (ORD), a public repository of structured organic reaction records. describe an organic reaction: reactants, conditions, products, and yield Starting materials: O=C([O-])[O-], C1CCNC1, CN(C)C=O, CC(C)(C)C(=O)Nc1ccc(-c2cc(=O)c3c(NCCCOS(C)(=O)=O)c(F)cc(F)c3o2)cc1F, [K+], [K+], O. Yields the product CC(C)(C)C(=O)Nc1ccc(-c2cc(=O)c3c(NCCCN4CCCC4)c(F)cc(F)c3o2)cc1F. As a reaction SMILES: [C:42](=[O:43])([O-:44])[O-:45].[CH2:37]1[CH2:38][CH2:39][NH:40][CH2:41]1.[CH3:49][N:50]([CH3:51])[CH:52]=[O:53].[F:1][c:2]1[cH:3][c:4]([F:36])[c:5]2[c:6]([c:7](=[O:25])[cH:8][c:9](-[c:11]3[cH:12][c:13]([F:24])[c:14]([NH:17][C:18]([C:19]([CH3:20])([CH3:21])[CH3:22])=[O:23])[cH:15][cH:16]3)[o:10]2)[c:26]1[NH:27][CH2:28][CH2:29][CH2:30][O:31][S:32]([CH3:33])(=[O:34])=[O:35].[K+:46].[K+:47].[OH2:48]>>[F:1][c:2]1[cH:3][c:4]([F:36])[c:5]2[c:6]([c:7](=[O:25])[cH:8][c:9](-[c:11]3[cH:12][c:13]([F:24])[c:14]([NH:17][C:18]([C:19]([CH3:20])([CH3:21])[CH3:22])=[O:23])[cH:15][cH:16]3)[o:10]2)[c:26]1[NH:27][CH2:28][CH2:29][CH2:30][N:40]1[CH2:39][CH2:38][CH2:37][CH2:41]1.